This data is from the Open Reaction Database (ORD), a public repository of structured organic reaction records. The task is: describe an organic reaction: reactants, conditions, products, and yield Starting materials: CO, Cl, COCN(c1cccnn1)S(=O)(=O)c1cc(Cl)c(Oc2ccc(Cl)cc2-c2ccnc(N)c2)cc1F, COCn1ncccc1=NS(=O)(=O)c1cc(Cl)c(Oc2ccc(Cl)cc2-c2ccnc(N)c2)cc1F, O, O=C(O)C(F)(F)F. The product is Nc1cc(-c2cc(Cl)ccc2Oc2cc(F)c(S(=O)(=O)Nc3cccnn3)cc2Cl)ccn1. RXN SMILES: [CH3:80][OH:81].[ClH:82].[NH2:1][c:2]1[n:3][cH:4][cH:5][c:6](-[c:8]2[c:9]([O:10][c:11]3[cH:12][c:13]([F:31])[c:14]([S:18](=[O:19])(=[O:20])[N:21]([c:22]4[n:23][n:24][cH:25][cH:26][cH:27]4)[CH2:28][O:29][CH3:30])[cH:15][c:16]3[Cl:17])[cH:32][cH:33][c:34]([Cl:36])[cH:35]2)[cH:7]1.[NH2:37][c:38]1[cH:39][c:40](-[c:41]2[cH:42][c:43]([Cl:44])[cH:45][cH:46][c:47]2[O:48][c:49]2[c:50]([Cl:51])[cH:52][c:53]([S:54]([N:55]=[c:56]3[n:57]([CH2:58][O:59][CH3:60])[n:61][cH:62][cH:63][cH:64]3)(=[O:65])=[O:66])[c:67]([F:68])[cH:69]2)[cH:70][cH:71][n:72]1.[OH2:83].[OH:73][C:74]([C:75]([F:76])([F:77])[F:78])=[O:79]>>[NH2:1][c:2]1[n:3][cH:4][cH:5][c:6](-[c:8]2[c:9]([O:10][c:11]3[cH:12][c:13]([F:31])[c:14]([S:18](=[O:19])(=[O:20])[NH:21][c:22]4[n:23][n:24][cH:25][cH:26][cH:27]4)[cH:15][c:16]3[Cl:17])[cH:32][cH:33][c:34]([Cl:36])[cH:35]2)[cH:7]1. The reactants are C1CCOC1 (THF), CC(C)(C)[O-].[Na+] (NaOtBu), ClC1=CC2=C(C(=N1)CCNCC)C(=NN2C(C2=CC=CC=C2)(C2=CC=CC=C2)C2=CC=CC=C2)I (2-(6-chloro-3-iodo-1-trityl-1H-pyrazolo[4,3-c]pyridin-4-yl)-N-ethylethanamine). The reagents and catalysts are CC(C)OC1=C(C(=CC=C1)OC(C)C)C2=CC=CC=C2P(C3CCCCC3)C4CCCCC4 (RuPhos). Solvent: C1(=CC=CC=C1)C (toluene), CCOC(=O)C (EtOAc). Reaction conditions: temperature 55 celsius. The product is ClC1=NC=2CCN(C=3C2C(=C1)N(N3)C(C3=CC=CC=C3)(C3=CC=CC=C3)C3=CC=CC=C3)CC (7-chloro-3-ethyl-1-trityl-1,3,4,5-tetrahydropyrazolo[3,4,5-de][1,6]naphthyridine). As a reaction SMILES: [Cl:1][C:2]1[N:7]=[C:6]([CH2:8][CH2:9][NH:10][CH2:11][CH3:12])[C:5]2[C:13](I)=[N:14][N:15]([C:16]([C:29]3[CH:34]=[CH:33][CH:32]=[CH:31][CH:30]=3)([C:23]3[CH:28]=[CH:27][CH:26]=[CH:25][CH:24]=3)[C:17]3[CH:22]=[CH:21][CH:20]=[CH:19][CH:18]=3)[C:4]=2[CH:3]=1.CC([O-])(C)C.[Na+].C1COCC1>CC(OC1C=CC=C(OC(C)C)C=1C1C(P(C2CCCCC2)C2CCCCC2)=CC=CC=1)C.C1(C)C=CC=CC=1.CCOC(C)=O>[Cl:1][C:2]1[CH:3]=[C:4]2[N:15]([C:16]([C:17]3[CH:18]=[CH:19][CH:20]=[CH:21][CH:22]=3)([C:29]3[CH:34]=[CH:33][CH:32]=[CH:31][CH:30]=3)[C:23]3[CH:28]=[CH:27][CH:26]=[CH:25][CH:24]=3)[N:14]=[C:13]3[C:5]2=[C:6]([CH2:8][CH2:9][N:10]3[CH2:11][CH3:12])[N:7]=1 |f:1.2|. Reported procedure: 2-(6-chloro-3-iodo-1-trityl-1H-pyrazolo[4,3-c]pyridin-4-yl)-N-ethylethanamine (160 mg, 0.270 mmol) and RuPhos pre-catalyst (19.6 mg, 0.027 mmol) were charged in a 1 dram vial, evacuated and backfilled with nitrogen and taken in toluene (1.8 mL) before a solution of 2M NaOtBu in THF (0.34 ml, 0.675 mmol) was added. The reaction mixture was heated at 55° C. for 1 hour before it was diluted with EtOAc and washed with water, brine, dried with sodium sulfate and concentrated. Purification of the resi... Starting materials: N[C@H]1CN(CC1)C1=NC(=C2N=CN(C2=N1)[C@H]1[C@@H]([C@@H]([C@H](C1)NC([C@@H](C)OCC1=CC=CC=C1)=O)O)O)NCC(C1=CC=CC=C1)C1=CC=CC=C1 ((R)-N-{(1S,2R,3S,4R)-4-[2-((R)-3-amino-pyrrolidin-1-yl)-6-(2,2-diphenyl-ethylamino)-purin-9-yl]-2,3-dihydroxy-cyclopentyl}-2-benzyloxy-propionamide), C(C)(C)(C)OC(N)=O (carbamic acid tert-butyl ester). Product: N[C@H]1CN(CC1)C1=NC(=C2N=CN(C2=N1)[C@H]1[C@@H]([C@@H]([C@H](C1)NC(CCO)=O)O)O)NCC(C1=CC=CC=C1)C1=CC=CC=C1 (N-{(1S,2R,3S,4R)-4-[2-((R)-3-Amino-pyrrolidin-1-yl)-6-(2,2-diphenyl-ethylamino)-purin-9-yl]-2,3-dihydroxy-cyclopentyl}-3-hydroxy-propionamide). RXN SMILES: [NH2:1][C@@H:2]1[CH2:6][CH2:5][N:4]([C:7]2[N:15]=[C:14]3[C:10]([N:11]=[CH:12][N:13]3[C@@H:16]3[CH2:20][C@H:19]([NH:21][C:22](=[O:33])[C@H](OCC4C=CC=CC=4)C)[C@@H:18]([OH:34])[C@H:17]3[OH:35])=[C:9]([NH:36][CH2:37][CH:38]([C:45]3[CH:50]=[CH:49][CH:48]=[CH:47][CH:46]=3)[C:39]3[CH:44]=[CH:43][CH:42]=[CH:41][CH:40]=3)[N:8]=2)[CH2:3]1.[C:51]([O:55]C(=O)N)(C)(C)[CH3:52]>>[NH2:1][C@@H:2]1[CH2:6][CH2:5][N:4]([C:7]2[N:15]=[C:14]3[C:10]([N:11]=[CH:12][N:13]3[C@@H:16]3[CH2:20][C@H:19]([NH:21][C:22](=[O:33])[CH2:52][CH2:51][OH:55])[C@@H:18]([OH:34])[C@H:17]3[OH:35])=[C:9]([NH:36][CH2:37][CH:38]([C:39]3[CH:40]=[CH:41][CH:42]=[CH:43][CH:44]=3)[C:45]3[CH:50]=[CH:49][CH:48]=[CH:47][CH:46]=3)[N:8]=2)[CH2:3]1. Reported procedure: The title compound is prepared analogously to (R)-N-{(1S,2R,3S,4R)-4-[2-((R)-3-amino-pyrrolidin-1-yl)-6-(2,2-diphenyl-ethylamino)-purin-9-yl]-2,3-dihydroxy-cyclopentyl}-2-benzyloxy-propionamide (Example 181, step 4), by substituting {(R)-1-[9-[(1R,2S,3R,4S)-4-(3-tert-butoxy-propionylamino)-2,3-dihydroxy-cyclopentyl]-6-(2,2-diphenyl-ethylamino)-9H-purin-2-yl]-pyrrolidin-3-yl}-carbamic acid tert-butyl ester (Intermediate ZG3) for {(R)-1-[9-[(1R,2S,3R,4S)-4-(R)-2-Benzyloxy-propionylamino)-2,3-dihyd... As a reaction SMILES: [BH4-:20].[CH2:1]([C:2]#[C:3][CH3:4])[O:5][c:6]1[cH:7][c:8]([C:12]([c:13]2[cH:14][cH:15][cH:16][cH:17][cH:18]2)=[O:19])[n:9][cH:10][n:11]1.[CH3:24][CH2:25][OH:26].[Cl-:22].[NH4+:23].[Na+:21]>>[CH2:1]([C:2]#[C:3][CH3:4])[O:5][c:6]1[cH:7][c:8]([CH:12]([c:13]2[cH:14][cH:15][cH:16][cH:17][cH:18]2)[OH:19])[n:9][cH:10][n:11]1. The product is CC#CCOc1cc(C(O)c2ccccc2)ncn1. The reactants are [BH4-], CC#CCOc1cc(C(=O)c2ccccc2)ncn1, CCO, [Cl-], [NH4+], [Na+]. Reported procedure: 10-(4-Naphthalene-1-yl-phenyl)anthracene-9-boronic acid was synthesized by the same method, except that in Synthetic Example 1, 1-naphthaleneboronic acid was used as a starting material in place of 2-naphthaleneboronic acid. Yields the product C1(=CC=CC2=CC=CC=C12)C1=CC=C(C=C1)C1=C2C=CC=CC2=C(C2=CC=CC=C12)B(O)O (10-(4-Naphthalene-1-yl-phenyl)anthracene-9-boronic acid). Reactants: C1(=CC=CC2=CC=CC=C12)B(O)O (1-naphthaleneboronic acid), C1=C(C=CC2=CC=CC=C12)B(O)O (2-naphthaleneboronic acid). As a reaction SMILES: [C:1]1([B:11]([OH:13])[OH:12])[C:10]2[C:5](=[CH:6][CH:7]=[CH:8][CH:9]=2)[CH:4]=[CH:3][CH:2]=1.[CH:14]1[C:23]2[C:18](=[CH:19][CH:20]=[CH:21][CH:22]=2)[CH:17]=[CH:16][C:15]=1B(O)O>>[C:14]1([C:1]2[CH:10]=[CH:5][C:4]([C:4]3[C:3]4[C:2](=[CH:6][CH:7]=[CH:8][CH:9]=4)[C:1]([B:11]([OH:13])[OH:12])=[C:10]4[C:5]=3[CH:6]=[CH:7][CH:8]=[CH:9]4)=[CH:3][CH:2]=2)[C:23]2[C:18](=[CH:19][CH:20]=[CH:21][CH:22]=2)[CH:17]=[CH:16][CH:15]=1.